From a dataset of the Open Reaction Database (ORD), a public repository of structured organic reaction records. describe an organic reaction: reactants, conditions, products, and yield Reactants: CC(C)(C)[Si](C)(C)Cl, CCOC(C)=O, CN(C)C=O, O=C1CC(O)CN1, c1c[nH]cn1. The product is CC(C)(C)[Si](C)(C)OC1CNC(=O)C1. RXN SMILES: [C:13]([CH3:14])([CH3:15])([CH3:16])[Si:17]([Cl:18])([CH3:19])[CH3:20].[CH3:21][CH2:22][O:23][C:24](=[O:25])[CH3:26].[O:27]=[CH:28][N:29]([CH3:30])[CH3:31].[OH:1][CH:2]1[CH2:3][C:4](=[O:7])[NH:5][CH2:6]1.[nH:8]1[cH:9][cH:10][n:11][cH:12]1>>[O:1]([CH:2]1[CH2:3][C:4](=[O:7])[NH:5][CH2:6]1)[Si:17]([C:13]([CH3:14])([CH3:15])[CH3:16])([CH3:19])[CH3:20]. Starting materials: COC(=O)CC1c2cccc(F)c2N=C(N2CCN(c3ccc(F)cc3)CC2)N1c1cc(C(F)(F)F)ccc1OC, [Na+], C1COCCO1, [OH-]. The product is COc1ccc(C(F)(F)F)cc1N1C(N2CCN(c3ccc(F)cc3)CC2)=Nc2c(F)cccc2C1CC(=O)O. As a reaction SMILES: [F:1][c:2]1[cH:3][cH:4][cH:5][c:6]2[c:11]1[N:10]=[C:9]([N:12]1[CH2:13][CH2:14][N:15]([c:18]3[cH:19][cH:20][c:21]([F:24])[cH:22][cH:23]3)[CH2:16][CH2:17]1)[N:8]([c:25]1[c:26]([O:35][CH3:36])[cH:27][cH:28][c:29]([C:31]([F:32])([F:33])[F:34])[cH:30]1)[CH:7]2[CH2:37][C:38](=[O:39])[O:40][CH3:41].[Na+:43].[O:44]1[CH2:45][CH2:46][O:47][CH2:48][CH2:49]1.[OH-:42]>>[F:1][c:2]1[cH:3][cH:4][cH:5][c:6]2[c:11]1[N:10]=[C:9]([N:12]1[CH2:13][CH2:14][N:15]([c:18]3[cH:19][cH:20][c:21]([F:24])[cH:22][cH:23]3)[CH2:16][CH2:17]1)[N:8]([c:25]1[c:26]([O:35][CH3:36])[cH:27][cH:28][c:29]([C:31]([F:32])([F:33])[F:34])[cH:30]1)[CH:7]2[CH2:37][C:38](=[O:39])[OH:40]. Starting materials: ClC/C=C/COC1=C(C=O)C=C(C=C1)[N+](=O)[O-] (2-[(E)-4-chloro-2-butenyloxy]-5-nitrobenzaldehyde), C(CC(=O)C)(=O)OC (methyl acetoacetate), N\C(=C/C(=O)OC)\C (methyl 3-aminocrotonate). Solvent: C(C)(C)O (iso-propanol). Product: ClC/C=C/COC1=C(C=C(C=C1)[N+](=O)[O-])C1C(=C(NC(=C1C(=O)OC)C)C)C(=O)OC (dimethyl 4-[2-[(E)-4-chloro-2-butenyloxy]-5-nitrophenyl]-2,6-dimethyl-1,4-dihydropyridine-3,5-dicarboxylate). Yield: 48.8%. RXN SMILES: [Cl:1][CH2:2]/[CH:3]=[CH:4]/[CH2:5][O:6][C:7]1[CH:14]=[CH:13][C:12]([N+:15]([O-:17])=[O:16])=[CH:11][C:8]=1[CH:9]=O.[C:18]([O:24][CH3:25])(=[O:23])[CH2:19][C:20]([CH3:22])=O.[NH2:26]/[C:27](/[CH3:33])=[CH:28]\[C:29]([O:31][CH3:32])=[O:30]>C(O)(C)C>[Cl:1][CH2:2]/[CH:3]=[CH:4]/[CH2:5][O:6][C:7]1[CH:14]=[CH:13][C:12]([N+:15]([O-:17])=[O:16])=[CH:11][C:8]=1[CH:9]1[C:19]([C:18]([O:24][CH3:25])=[O:23])=[C:20]([CH3:22])[NH:26][C:27]([CH3:33])=[C:28]1[C:29]([O:31][CH3:32])=[O:30]. Procedure: 5.2 g of 2-[(E)-4-chloro-2-butenyloxy]-5-nitrobenzaldehyde, 2.4 g of methyl acetoacetate and 2.3 g of methyl 3-aminocrotonate was dissolved in 30 ml of iso-propanol, and the solution obtained was refluxed for 3.5 hours under heating. After cooling, the precipitated crystals were collected by filtration to give 4.4 g of dimethyl 4-[2-[(E)-4-chloro-2-butenyloxy]-5-nitrophenyl]-2,6-dimethyl-1,4-dihydropyridine-3,5-dicarboxylate. (mp. 206°-207° C.). The product obtained was used directly for the nex... Reactants: [Na+].C(C)P(=O)(CCC(=O)[O-])O (3-(ethylhydroxyphosphinyl)propionic acid sodium salt), S(O)(O)(=O)=O (sulfuric acid). Run in O (water). Product: C(C)P(=O)(CCC(=O)O)O (3-(ethylhydroxy-phosphinyl)propionic acid). The yield is 97.9%. As a reaction SMILES: [Na+].[CH2:2]([P:4]([OH:11])([CH2:6][CH2:7][C:8]([O-:10])=[O:9])=[O:5])[CH3:3].S(=O)(=O)(O)O>O>[CH2:2]([P:4]([OH:11])([CH2:6][CH2:7][C:8]([OH:10])=[O:9])=[O:5])[CH3:3] |f:0.1|. Procedure details: 630 g (3 mol) of 3-(ethylhydroxyphosphinyl)propionic acid sodium salt (produced as in Example 16) are dissolved in 860 g of water and initially charged into a 5 l five-neck flask equipped with thermometer, reflux condenser, high-performance stirrer and dropping funnel and neutralized by addition of about 147 g (1.5 mol) of concentrated sulfuric acid. The water is subsequently distilled off in vacuo. The residue is taken up in ethanol and the insoluble salts are filtered off. The solvent of the f... Procedure: A mixture comprising 0.4 g of the 2-(2-(1-naphthalenesulfonamido)ethoxy)-1-(imidazo[1,2-a]pyridin-6-yl)-1-((4-methoxybenzylthio)(methylimino)methyl)cyclohexane, 0.5 ml of anisole, 5 ml of trifluoroacetic acid and 5 ml of dichloromethane was stirred under cooling with ice for 1.5 hours, followed by the addition of ice-water. The resulting mixture was alkalinized with sodium carbonate and extracted with chloroform. The chloroform phase was dried over anhydrous magnesium sulfate and ditilled to rem... Yields the product C1(=CC=CC2=CC=CC=C12)S(=O)(=O)NCCOC1C(CCCC1)(C(NC)=S)C=1C=CC=2N(C1)C=CN2 (2-(2-(1-Naphthalenesulfonamido)ethoxy)-1-(imidazo-[1,2-a]pyridin-6-yl)-N-methylcyclohexanecarbothioamide). The yield is 64.6%. The reactants are C1(=CC=CC2=CC=CC=C12)S(=O)(=O)NCCOC1C(CCCC1)(C(=NC)SCC1=CC=C(C=C1)OC)C=1C=CC=2N(C1)C=CN2 (2-(2-(1-naphthalenesulfonamido)ethoxy)-1-(imidazo[1,2-a]pyridin-6-yl)-1-((4-methoxybenzylthio)(methylimino)methyl)cyclohexane), ice water, C([O-])([O-])=O.[Na+].[Na+] (sodium carbonate), C1(=CC=CC=C1)OC (anisole), FC(C(=O)O)(F)F (trifluoroacetic acid). The solvent is ClCCl (dichloromethane). Reaction SMILES: [C:1]1([S:11]([NH:14][CH2:15][CH2:16][O:17][CH:18]2[CH2:23][CH2:22][CH2:21][CH2:20][C:19]2([C:37]2[CH:38]=[CH:39][C:40]3[N:41]([CH:43]=[CH:44][N:45]=3)[CH:42]=2)[C:24]([S:27]CC2C=CC(OC)=CC=2)=[N:25][CH3:26])(=[O:13])=[O:12])[C:10]2[C:5](=[CH:6][CH:7]=[CH:8][CH:9]=2)[CH:4]=[CH:3][CH:2]=1.C1(OC)C=CC=CC=1.FC(F)(F)C(O)=O.C(=O)([O-])[O-].[Na+].[Na+]>ClCCl>[C:1]1([S:11]([NH:14][CH2:15][CH2:16][O:17][CH:18]2[CH2:23][CH2:22][CH2:21][CH2:20][C:19]2([C:37]2[CH:38]=[CH:39][C:40]3[N:41]([CH:43]=[CH:44][N:45]=3)[CH:42]=2)[C:24](=[S:27])[NH:25][CH3:26])(=[O:12])=[O:13])[C:10]2[C:5](=[CH:6][CH:7]=[CH:8][CH:9]=2)[CH:4]=[CH:3][CH:2]=1 |f:3.4.5|. Reactants: FC1=CC=C(C=C1)C=1OC=C(N1)CN1CCN(CC1)C(=O)OC(C)(C)C (tert-butyl 4-((2-(4-fluorophenyl)oxazol-4-yl)methyl)piperazine-1-carboxylate), FC(C(=O)[O-])(F)F (trifluoroacetate). Product: OC(=O)C(F)(F)F.FC1=CC=C(C=C1)C=1OC=C(N1)CN1CCNCC1 (2-(4-Fluorophenyl)-4-(piperazin-1-ylmethyl)oxazole TFA Salt). Reaction SMILES: [F:1][C:2]1[CH:7]=[CH:6][C:5]([C:8]2[O:9][CH:10]=[C:11]([CH2:13][N:14]3[CH2:19][CH2:18][N:17](C(OC(C)(C)C)=O)[CH2:16][CH2:15]3)[N:12]=2)=[CH:4][CH:3]=1.[F:27][C:28]([F:33])([F:32])[C:29]([O-:31])=[O:30]>>[OH:31][C:29]([C:28]([F:33])([F:32])[F:27])=[O:30].[F:1][C:2]1[CH:7]=[CH:6][C:5]([C:8]2[O:9][CH:10]=[C:11]([CH2:13][N:14]3[CH2:15][CH2:16][NH:17][CH2:18][CH2:19]3)[N:12]=2)=[CH:4][CH:3]=1 |f:2.3|. Procedure details: This compound was synthesized from tert-butyl 4-((2-(4-fluorophenyl)oxazol-4-yl)methyl)piperazine-1-carboxylate as described for example 46 step 4 (130 mg, crude) as a trifluoroacetate salt and it was carried through without further purification. 1H NMR (400 MHz, DMSO-d6) δ 8.67 (br s, 2H), 8.21 (s, 1H), 8.04-8.01 (m, 2H), 7.42-7.38 (t, J=8.9 Hz, 2H), 3.80 (m, 2H), 3.18 (m, 4H), 2.88 (m, 4H). MS (ESI) m/z: Calculated for C14H16FN3O: 261.13. found: 262.0 (M+H)+